This data is from the Open Reaction Database (ORD), a public repository of structured organic reaction records. The task is: describe an organic reaction: reactants, conditions, products, and yield Reaction SMILES: [CH3:25][CH2:26][OH:27].[Cl:2][CH2:3][c:4]1[n:5][cH:6][cH:7][c:8]([S:11][CH2:12][c:13]2[o:14][cH:15][cH:16][cH:17]2)[c:9]1[CH3:10].[ClH:1].[Na+:29].[OH-:28].[SH:18][c:19]1[n:20][cH:21][cH:22][cH:23][cH:24]1>>[CH2:3]([c:4]1[n:5][cH:6][cH:7][c:8]([S:11][CH2:12][c:13]2[o:14][cH:15][cH:16][cH:17]2)[c:9]1[CH3:10])[S:18][c:19]1[n:20][cH:21][cH:22][cH:23][cH:24]1. Yields the product Cc1c(SCc2ccco2)ccnc1CSc1ccccn1. The reactants are CCO, Cc1c(SCc2ccco2)ccnc1CCl, Cl, [Na+], [OH-], Sc1ccccn1.